This data is from the Open Reaction Database (ORD), a public repository of structured organic reaction records. The task is: describe an organic reaction: reactants, conditions, products, and yield Reactants: C(C1=CC=CC=C1)N1N=CC(=C(C1=O)OC)Cl (2-benzyl-5-chloro-4-methoxypyridazin-3(2H)-one), ClC1=CC=C(C=C1)B(O)O (4-chlorophenyl boronic acid), C1(=CC=CC=C1)C (toluene). Reagents/catalysts: C=1C=CC(=CC1)[P](C=2C=CC=CC2)(C=3C=CC=CC3)[Pd]([P](C=4C=CC=CC4)(C=5C=CC=CC5)C=6C=CC=CC6)([P](C=7C=CC=CC7)(C=8C=CC=CC8)C=9C=CC=CC9)[P](C=1C=CC=CC1)(C=1C=CC=CC1)C=1C=CC=CC1 (Pd(PPh3)4), C(=O)([O-])[O-].[Na+].[Na+] (Na2CO3). Run in CCO (EtOH). Run at temperature 120 celsius, time 18 hour. Yields the product C(C1=CC=CC=C1)N1N=CC(=C(C1=O)OC)C1=CC=C(C=C1)Cl (2-benzyl-5-(4-chlorophenyl)-4-methoxypyridazin-3(2H)-one). The yield is 100986.3%. Reaction SMILES: [CH2:1]([N:8]1[C:13](=[O:14])[C:12]([O:15][CH3:16])=[C:11](Cl)[CH:10]=[N:9]1)[C:2]1[CH:7]=[CH:6][CH:5]=[CH:4][CH:3]=1.[Cl:18][C:19]1[CH:24]=[CH:23][C:22](B(O)O)=[CH:21][CH:20]=1.C1(C)C=CC=CC=1>C1C=CC([P]([Pd]([P](C2C=CC=CC=2)(C2C=CC=CC=2)C2C=CC=CC=2)([P](C2C=CC=CC=2)(C2C=CC=CC=2)C2C=CC=CC=2)[P](C2C=CC=CC=2)(C2C=CC=CC=2)C2C=CC=CC=2)(C2C=CC=CC=2)C2C=CC=CC=2)=CC=1.C([O-])([O-])=O.[Na+].[Na+].CCO>[CH2:1]([N:8]1[C:13](=[O:14])[C:12]([O:15][CH3:16])=[C:11]([C:22]2[CH:23]=[CH:24][C:19]([Cl:18])=[CH:20][CH:21]=2)[CH:10]=[N:9]1)[C:2]1[CH:7]=[CH:6][CH:5]=[CH:4][CH:3]=1 |f:4.5.6,^1:38,40,59,78|. Procedure: To a round bottom flask was added 2-benzyl-5-chloro-4-methoxypyridazin-3(2H)-one (25.1 gm, 0.1 mmol), 4-chlorophenyl boronic acid (17.215 gm, 0.11 mmol), Pd(PPh3)4(9.24 gm, 0.008 mmol), toluene (200 ml), EtOH (200 ml) and 2.0N Na2CO3 (200 ml, 0.4 mmol). The reaction was purged with argon for 10 min. The reaction was then heated to 120° C. and stirred at this temperature for 18 hrs. After this time, the reaction was cooled to rt, poured into a separatory funnel and the layers were separated. The ...